This data is from the Open Reaction Database (ORD), a public repository of structured organic reaction records. The task is: describe an organic reaction: reactants, conditions, products, and yield Starting materials: [H-].[K+] (potassium hydride), O (water), C(C)(=O)NCCC1=C(C=C(C(=C1)OC)OC)C=1NC2=CC(=C(C=C2C1)OC)OC (2-[2-(2-acetamidoethyl)-4,5-dimethoxyphenyl]-5,6-dimethoxyindole), COS(=O)(=O)OC (dimethylsulfate). Solvent: CS(=O)C (dimethyl sulfoxide). Conditions: time 10 minute. The product is C(C)(=O)NCCC1=C(C=C(C(=C1)OC)OC)C=1N(C2=CC(=C(C=C2C1)OC)OC)C (2-[2-(2-Acetamidoethyl)-4,5-dimethoxyphenyl]-5,6-dimethoxy-1-methylindole). Yield: 84.6%. As a reaction SMILES: [H-].[K+].[C:3]([NH:6][CH2:7][CH2:8][C:9]1[CH:14]=[C:13]([O:15][CH3:16])[C:12]([O:17][CH3:18])=[CH:11][C:10]=1[C:19]1[NH:20][C:21]2[C:26]([CH:27]=1)=[CH:25][C:24]([O:28][CH3:29])=[C:23]([O:30][CH3:31])[CH:22]=2)(=[O:5])[CH3:4].[CH3:32]OS(OC)(=O)=O.O>CS(C)=O>[C:3]([NH:6][CH2:7][CH2:8][C:9]1[CH:14]=[C:13]([O:15][CH3:16])[C:12]([O:17][CH3:18])=[CH:11][C:10]=1[C:19]1[N:20]([CH3:32])[C:21]2[C:26]([CH:27]=1)=[CH:25][C:24]([O:28][CH3:29])=[C:23]([O:30][CH3:31])[CH:22]=2)(=[O:5])[CH3:4] |f:0.1|. Reported procedure: In dimethyl sulfoxide was slowly suspended 480 mg of 35% potassium hydride, and 1.37 g of 2-[2-(2-acetamidoethyl)-4,5-dimethoxyphenyl]-5,6-dimethoxyindole was added to the suspension, followed by stirring for 10 minutes. To the mixture was further added 700 mg of dimethylsulfate, followed by stirring for 30 minutes. The reaction mixture was poured into water and extracted with methylene chloride. The extract was washed successively with water and a saturated sodium chloride aqueous solution, and...